Dataset: the Open Reaction Database (ORD), a public repository of structured organic reaction records. Task: describe an organic reaction: reactants, conditions, products, and yield Starting materials: C1=CC(=CC(=C1)Cl)C(=O)OO (mCPBA), ClC1=C(NC(=C1Cl)C)C(=O)NC1CCN(CC1)C1=CC(=NC(=N1)SC)C(=O)NOC (6-(4-{[(3,4-Dichloro-5-methyl-1H-pyrrol-2-yl)carbonyl]amino}piperidin-1-yl)-N-methoxy-2-(methylthio)pyrimidine-4-carboxamide), resultant mixture. The solvent is C(Cl)Cl (DCM), C(Cl)Cl (DCM). The product is ClC1=C(NC(=C1Cl)C)C(=O)NC1CCN(CC1)C1=CC(=NC(=N1)S(=O)C)C(=O)NOC (6-(4-{[(3,4-Dichloro-5-methyl-1H-pyrrol-2-yl)carbonyl]amino}piperidin-1-yl)-N-methoxy-2-(methylsulfinyl)pyrimidine-4-carboxamide). Isolated yield 26.3%. As a reaction SMILES: C1C=C(Cl)C=C(C(OO)=[O:9])C=1.[Cl:12][C:13]1[C:17]([Cl:18])=[C:16]([CH3:19])[NH:15][C:14]=1[C:20]([NH:22][CH:23]1[CH2:28][CH2:27][N:26]([C:29]2[N:34]=[C:33]([S:35][CH3:36])[N:32]=[C:31]([C:37]([NH:39][O:40][CH3:41])=[O:38])[CH:30]=2)[CH2:25][CH2:24]1)=[O:21]>C(Cl)Cl>[Cl:12][C:13]1[C:17]([Cl:18])=[C:16]([CH3:19])[NH:15][C:14]=1[C:20]([NH:22][CH:23]1[CH2:28][CH2:27][N:26]([C:29]2[N:34]=[C:33]([S:35]([CH3:36])=[O:9])[N:32]=[C:31]([C:37]([NH:39][O:40][CH3:41])=[O:38])[CH:30]=2)[CH2:25][CH2:24]1)=[O:21]. Reported procedure: mCPBA (70%, 86 mg, 0.35 mmol) was added to a suspension of 6-(4-{[(3,4-dichloro-5-methyl-1H-pyrrol-2-yl)carbonyl]amino}piperidin-1-yl)-N-methoxy-2-(methylthio)pyrimidine-4-carboxamide (Example 8, 166 mg, 0.35 mmol) in DCM (12 ml) at 0° C. and the resultant mixture was stirred for 2 h. The reaction mixture was diluted with DCM (50 ml), washed with Na2SO3 solution (5%, 10 ml), dried over Na2SO4, filtered and concentrated under vacuum. Purification by reversed-phase HPLC (water/acetonitrile gradien... Reactants: [Br-], CCCC[N+](CCCC)(CCCC)CCCC, CC(=O)[O-], CC(C)N(C(=O)CC1CC(CCl)OC(C)(C)O1)C(C)C, [Na+]. Yields the product CC(=O)OCC1CC(CC(=O)N(C(C)C)C(C)C)OC(C)(C)O1. Reaction SMILES: [Br-:26].[CH2:27]([N+:28]([CH2:29][CH2:30][CH2:31][CH3:32])([CH2:33][CH2:34][CH2:35][CH3:36])[CH2:37][CH2:38][CH2:39][CH3:40])[CH2:41][CH2:42][CH3:43].[CH3:22][C:23]([O-:24])=[O:25].[Cl:1][CH2:2][CH:3]1[CH2:4][CH:5]([CH2:11][C:12](=[O:13])[N:14]([CH:15]([CH3:16])[CH3:17])[CH:18]([CH3:19])[CH3:20])[O:6][C:7]([CH3:9])([CH3:10])[O:8]1.[Na+:21]>>[CH2:2]([CH:3]1[CH2:4][CH:5]([CH2:11][C:12](=[O:13])[N:14]([CH:15]([CH3:16])[CH3:17])[CH:18]([CH3:19])[CH3:20])[O:6][C:7]([CH3:9])([CH3:10])[O:8]1)[O:25][C:23]([CH3:22])=[O:24]. The reactants are OC1=CC2=C(C=CC=C2C=C1C(=O)OC1=CC=CC=C1)O (phenyl 2,8-dihydroxy-3-naphthoate), NC1=CC=CC=C1 (aniline), phenyl ester, NC1=CC=CC=C1 (aniline), HCl ice. Solvent: methyl N-pyrrolidinone. Conditions: temperature 25 celsius. Product: anilide, OC1=CC2=C(C=CC=C2C=C1C(=O)NC1=CC=CC=C1)O (2,8-dihydroxy-3-naphthanilide). RXN SMILES: [OH:1][C:2]1[C:11]([C:12]([O:14]C2C=CC=CC=2)=O)=[CH:10][C:9]2[C:4](=[C:5]([OH:21])[CH:6]=[CH:7][CH:8]=2)[CH:3]=1.[NH2:22][C:23]1[CH:28]=[CH:27][CH:26]=[CH:25][CH:24]=1>>[OH:1][C:2]1[C:11]([C:12]([NH:22][C:23]2[CH:28]=[CH:27][CH:26]=[CH:25][CH:24]=2)=[O:14])=[CH:10][C:9]2[C:4](=[C:5]([OH:21])[CH:6]=[CH:7][CH:8]=2)[CH:3]=1. Reported procedure: The aromatic ester is reacted with an aniline in a solvent and heating to form the anilide product. The reaction temperature can be varied to from about 140° C. to about 280° C. or above. Specifically, phenyl 2,8-dihydroxy-3-naphthoate can be reacted with aniline in methyl N-pyrrolidinone at about 250° C. The ratio of the phenyl ester to the aniline can vary, for example, from about 1:1 equivalent and up to about 20 equivalents. After the reaction is completed, the product mixture is cooled to r... The reactants are C(C)(C)NC(C)C (diisopropylamine), C(CCC)[Li] (n-butyllithium), FC1=CC=C(C=N1)CN1CCSCC1 (4-((6-fluoropyridin-3-yl)methyl)thiomorpholine), B(OC(C)C)(OC(C)C)OC(C)C (triisopropyl borate). Run in C1CCOC1 (THF), C1CCOC1 (THF), C1CCOC1 (THF). Conditions: temperature -78 celsius, time 30 minute. Product: FC1=NC=C(C=C1B(O)O)CN1CCSCC1 (2-fluoro-5-(thiomorpholinomethyl)pyridin-3-ylboronic acid). Yield: 71.0%. RXN SMILES: C(NC(C)C)(C)C.C([Li])CCC.[F:13][C:14]1[N:19]=[CH:18][C:17]([CH2:20][N:21]2[CH2:26][CH2:25][S:24][CH2:23][CH2:22]2)=[CH:16][CH:15]=1.[B:27](OC(C)C)([O:32]C(C)C)[O:28]C(C)C>C1COCC1>[F:13][C:14]1[C:15]([B:27]([OH:32])[OH:28])=[CH:16][C:17]([CH2:20][N:21]2[CH2:26][CH2:25][S:24][CH2:23][CH2:22]2)=[CH:18][N:19]=1. Procedure details: A solution of diisopropylamine (0.767 mL, 5.43 mmol) in 2 mL of THF at −40° C. was treated with n-butyllithium (3.4 ml of 1.6 M solution in hexanes, 5.43 mmol) and stirred at this temperature for 30 min. The solution was cooled to −78° C. and treated dropwise via cannula with a solution of 4-((6-fluoropyridin-3-yl)methyl)thiomorpholine (922 mg, 4.34 mmol) in THF (2+2 mL) over 10 min. The brown mixture was stirred at −78° C. for 90 min and then treated dropwise via syringe with a solution of trii... Starting materials: Cl (hydrochloric acid), C(C)(C)(C)OC(=O)N1CCC(=CC2=C1C=CC(=C2)C2=CC(=C(C=C2)OCC)F)C(=O)OC (methyl 1-(t-butoxycarbonyl)-7-(4-ethoxy-3-fluorophenyl)-2,3-dihydro-1H-1-benzazepine-4-carboxylate), [OH-].[Na+] (sodium hydroxide), C(O)([O-])=O.[Na+] (sodium hydrogen carbonate). Solvent: C(C)(=O)OCC (ethyl acetate), C(C)(=O)OCC (ethyl acetate). The product is C(C)OC1=C(C=C(C=C1)C=1C=CC2=C(C=C(CCN2)C(=O)OC)C1)F (methyl 7-(4-ethoxy-3-fluorophenyl)-2,3-dihydro-1H-1-benzazepine-4-carboxylate). Isolated yield 86.0%. As a reaction SMILES: C(OC([N:8]1[C:14]2[CH:15]=[CH:16][C:17]([C:19]3[CH:24]=[CH:23][C:22]([O:25][CH2:26][CH3:27])=[C:21]([F:28])[CH:20]=3)=[CH:18][C:13]=2[CH:12]=[C:11]([C:29]([O:31][CH3:32])=[O:30])[CH2:10][CH2:9]1)=O)(C)(C)C.Cl.[OH-].[Na+].C(=O)([O-])O.[Na+]>C(OCC)(=O)C>[CH2:26]([O:25][C:22]1[CH:23]=[CH:24][C:19]([C:17]2[CH:16]=[CH:15][C:14]3[NH:8][CH2:9][CH2:10][C:11]([C:29]([O:31][CH3:32])=[O:30])=[CH:12][C:13]=3[CH:18]=2)=[CH:20][C:21]=1[F:28])[CH3:27] |f:2.3,4.5|. Reported procedure: In a mixture of water:ethanol toluene (1:1:10, v/v, 42.0 ml) were dissolved 4-ethoxy-3-fluorophenyl borate (754 mg) and methyl 7-bromo-1-(t-butoxycarbonyl)-2,3-dihydro-1H-1-benzazepine-4-carboxylate (1305 mg). To the solution was added potassium carbonate (1132 mg), and the mixture was stirred under argon atmosphere at room temperature for 30 minutes. To the mixture was added tetrakistriphenylphosphinepalladium (158 mg), and the mixture was heated to reflux under argon atmosphere for 10 hours. T... Starting materials: BrC=1SC(=CN1)C(=O)NC=1C=CC=2N(C1)C=CN2 (2-bromo-N-(imidazo[1,2-a]pyridin-6-yl)thiazole-5-carboxamide), C(#N)C1=CC=C(CN)C=C1 (4-cyanobenzylamine), C(#N)C1=CC=C(CN)C=C1 (4-cyanobenzylamine). Solvent: C(C)#N (acetonitrile). Conditions: temperature 180 celsius. The product is C(#N)C1=CC=C(CNC=2SC(=CN2)C(=O)NC=2C=CC=3N(C2)C=CN3)C=C1 (2-(4-cyanobenzylamino)-N-(imidazo[1,2-a]pyridin-6-yl)thiazole-5-carboxamide). Reaction SMILES: Br[C:2]1[S:3][C:4]([C:7]([NH:9][C:10]2[CH:11]=[CH:12][C:13]3[N:14]([CH:16]=[CH:17][N:18]=3)[CH:15]=2)=[O:8])=[CH:5][N:6]=1.[C:19]([C:21]1[CH:28]=[CH:27][C:24]([CH2:25][NH2:26])=[CH:23][CH:22]=1)#[N:20]>C(#N)C>[C:19]([C:21]1[CH:28]=[CH:27][C:24]([CH2:25][NH:26][C:2]2[S:3][C:4]([C:7]([NH:9][C:10]3[CH:11]=[CH:12][C:13]4[N:14]([CH:16]=[CH:17][N:18]=4)[CH:15]=3)=[O:8])=[CH:5][N:6]=2)=[CH:23][CH:22]=1)#[N:20]. Procedure details: To a solution of 2-bromo-N-(imidazo[1,2-a]pyridin-6-yl)thiazole-5-carboxamide (165 mg, 0.511 mmol) in acetonitrile (2553 μl) was added 4-cyanobenzylamine (67.5 mg, 0.511 mmol). The mixture was heated in a microwave (Biotage Initiator) at 180° C. for 30 minutes. The heating was repeated again after another equivalent of 4-cyanobenzylamine was added. The reaction mixture was purified by normal phase chromatography to provide the title compound.